From a dataset of the Open Reaction Database (ORD), a public repository of structured organic reaction records. describe an organic reaction: reactants, conditions, products, and yield The reactants are C=CCOCc1ccccc1CCC(=O)OC(C)(C)C, ClCCl, O=C(O)C(F)(F)F. Product: C=CCOCc1ccccc1CCC(=O)O. RXN SMILES: [C:1]([CH3:2])([CH3:3])([CH3:4])[O:5][C:6]([CH2:7][CH2:8][c:9]1[c:10]([CH2:15][O:16][CH2:17][CH:18]=[CH2:19])[cH:11][cH:12][cH:13][cH:14]1)=[O:20].[Cl:28][CH2:29][Cl:30].[F:21][C:22]([F:23])([F:24])[C:25]([OH:26])=[O:27]>>[O:5]=[C:6]([CH2:7][CH2:8][c:9]1[c:10]([CH2:15][O:16][CH2:17][CH:18]=[CH2:19])[cH:11][cH:12][cH:13][cH:14]1)[OH:20]. The reactants are CC(C)(C)[Si](C)(C)Cl, O=C([O-])O, CCOCC, [Na+], CN(C)C=O, COC(=O)C1CCC(O)CC1, c1c[nH]cn1. The product is COC(=O)C1CCC(O[Si](C)(C)C(C)(C)C)CC1. Reaction SMILES: [C:17]([CH3:18])([CH3:19])([CH3:20])[Si:21]([CH3:22])([CH3:23])[Cl:24].[C:25](=[O:26])([OH:27])[O-:28].[CH3:35][CH2:36][O:37][CH2:38][CH3:39].[Na+:29].[O:30]=[CH:31][N:32]([CH3:33])[CH3:34].[OH:1][CH:2]1[CH2:3][CH2:4][CH:5]([C:8](=[O:9])[O:10][CH3:11])[CH2:6][CH2:7]1.[nH:12]1[cH:13][cH:14][n:15][cH:16]1>>[O:1]([CH:2]1[CH2:3][CH2:4][CH:5]([C:8](=[O:9])[O:10][CH3:11])[CH2:6][CH2:7]1)[Si:21]([C:17]([CH3:18])([CH3:19])[CH3:20])([CH3:22])[CH3:23].